From a dataset of the Open Reaction Database (ORD), a public repository of structured organic reaction records. describe an organic reaction: reactants, conditions, products, and yield Starting materials: [OH-].[K+] (potassium hydroxide), C(C)OC(C(=CC1CCCC1)C1=CC(=C(C=C1)S(=O)(=O)C)Cl)=O (2-(3-chloro-4-methanesulfonyl-phenyl)-3-cyclopentyl-acrylic acid ethyl ester). Solvent: O (water), C(C)O (ethanol). Reaction conditions: temperature 25 celsius, time 3 hour. Yields the product hexanes ethyl acetate, ClC=1C=C(C=CC1S(=O)(=O)C)/C(/C(=O)O)=C\C1CCCC1 ((E)-2-(3-chloro-4-methanesulfonyl-phenyl)-3-cyclopentyl-acrylic acid). RXN SMILES: C([O:3][C:4](=[O:23])[C:5]([C:12]1[CH:17]=[CH:16][C:15]([S:18]([CH3:21])(=[O:20])=[O:19])=[C:14]([Cl:22])[CH:13]=1)=[CH:6][CH:7]1[CH2:11][CH2:10][CH2:9][CH2:8]1)C.[OH-].[K+]>C(O)C.O>[Cl:22][C:14]1[CH:13]=[C:12](/[C:5](=[CH:6]\[CH:7]2[CH2:11][CH2:10][CH2:9][CH2:8]2)/[C:4]([OH:23])=[O:3])[CH:17]=[CH:16][C:15]=1[S:18]([CH3:21])(=[O:20])=[O:19] |f:1.2|. Reported procedure: A solution of the isomeric mixture of 2-(3-chloro-4-methanesulfonyl-phenyl)-3-cyclopentyl-acrylic acid ethyl ester [500 mg, 1.40 mmol, (E):(Z)=2:1] in ethanol (16 mL) was treated with a solution of potassium hydroxide (393.6 mg, 7.00 mmol) in water (3.7 mL). The yellow solution was stirred for 3 h at 25° C. and then concentrated in vacuo to remove the ethanol. The remaining aqueous layer was acidified to pH=2 with a 1N aqueous hydrochloric acid solution and then extracted with methylene chloride... Reactants: C(C)(C)(C)OC(N[C@@H](CC(=O)NNC1=NCCC=2N1N=C(N2)C)CC2=C(C=C(C(=C2)F)F)F)=O (tert-Butyl[(1R)-3-[2-(2-methyl-7,8-dihydro[1,2,4]triazolo[1,5-c]pyrimidin-5-yl)hydrazino]-3-oxo-1-(2,4,5-trifluorobenzyl)propyl]carbamate), C(C)(=O)O (acetic acid). Yields the product CC1=NN2C=3N(CCC2=N1)C(=NN3)C[C@@H](CC3=C(C=C(C(=C3)F)F)F)NC(C)=O (N-[(1R)-2-(8-Methyl-5,6-dihydrobis[1,2,4]triazolo[1,5-c:4′,3′-a]pyrimidin-3-yl)-1-(2,4,5-trifluorobenzyl)ethyl]acetamide). Reaction SMILES: C([O:5][C:6](=O)[NH:7][C@H:8]([CH2:24][C:25]1[CH:30]=[C:29]([F:31])[C:28]([F:32])=[CH:27][C:26]=1[F:33])[CH2:9][C:10]([NH:12][NH:13][C:14]1[N:19]2[N:20]=[C:21]([CH3:23])[N:22]=[C:18]2[CH2:17][CH2:16][N:15]=1)=O)(C)(C)C.[C:35](O)(=O)C>>[CH3:23][C:21]1[N:22]=[C:18]2[N:19]([C:14]3[N:15]([C:10]([CH2:9][C@H:8]([NH:7][C:6](=[O:5])[CH3:35])[CH2:24][C:25]4[CH:30]=[C:29]([F:31])[C:28]([F:32])=[CH:27][C:26]=4[F:33])=[N:12][N:13]=3)[CH2:16][CH2:17]2)[N:20]=1. Procedure details: The crude residue from Step A was dissolved in 5 mL of glacial acetic acid, and the resulting solution was stirred at reflux for 60 h. The cooled solution was concentrated, and the residue was partitioned between 1:1 ethyl acetate:tetrahydrofuran and saturated sodium carbonate aqueous solution. The organic phase was dried over magnesium sulfate, filtered, and concentrated to dryness. Purification of the residue by preparative thin-layer chromatography on silica gel (three successive developments... The reactants are O=S(=O)(NC1CCC(O)CC1)c1cc(Br)ccc1Cl, O=C([O-])[O-], CC(=O)[O-], COCCOC, [K+], Nc1cnc(Br)cn1, [Na+], [Na+]. Yields the product Nc1cnc(-c2ccc(Cl)c(S(=O)(=O)NC3CCC(O)CC3)c2)cn1. As a reaction SMILES: [Br:1][c:2]1[cH:3][cH:4][c:5]([Cl:19])[c:6]([S:8](=[O:9])(=[O:10])[NH:11][CH:12]2[CH2:13][CH2:14][CH:15]([OH:18])[CH2:16][CH2:17]2)[cH:7]1.[C:33](=[O:34])([O-:35])[O-:36].[CH3:21][C:22](=[O:23])[O-:24].[CH3:39][O:40][CH2:41][CH2:42][O:43][CH3:44].[K+:20].[NH2:25][c:26]1[n:27][cH:28][c:29]([Br:32])[n:30][cH:31]1.[Na+:37].[Na+:38]>>[c:2]1(-[c:29]2[cH:28][n:27][c:26]([NH2:25])[cH:31][n:30]2)[cH:3][cH:4][c:5]([Cl:19])[c:6]([S:8](=[O:9])(=[O:10])[NH:11][CH:12]2[CH2:13][CH2:14][CH:15]([OH:18])[CH2:16][CH2:17]2)[cH:7]1. The reactants are [Li] (lithium), N1=CC=CC(=C1)[C@H]1N(C)CCC1 ((S)-nicotine), C[Si](Cl)(C)C (trimethylchlorosilane). Run in C1CCOC1 (THF), C1CCOC1 (THF). Reaction conditions: temperature -10 celsius, time 1 hour. Product: CN1C(CCC1)C1=CN(C=CC1[Si](C)(C)C)[Si](C)(C)C (3-(1-methylpyrrolidin-2-yl)-1,4-bis-trimethylsilanyl-1,4-dihydropyridine). Yield: 70.6%. Reaction SMILES: [Li].[CH3:2][Si:3]([CH3:6])([CH3:5])Cl.[N:7]1[CH:12]=[C:11]([C@@H:13]2[CH2:18][CH2:17][CH2:16][N:14]2[CH3:15])[CH:10]=[CH:9][CH:8]=1>C1COCC1>[CH3:15][N:14]1[CH2:16][CH2:17][CH2:18][CH:13]1[C:11]1[CH:10]([Si:3]([CH3:6])([CH3:5])[CH3:2])[CH:9]=[CH:8][N:7]([Si:3]([CH3:6])([CH3:5])[CH3:2])[CH:12]=1 |^1:0|. Procedure: To a suspension of lithium powder (0.42 g, 60 mmol) in freshly distilled THF (20 mmol) cooled at −10° C. was added freshly distilled trimethylchlorosilane (7.6 mL, 60 mmol). A solution of (S)-nicotine (3.2 mL, 20 mmol) in THF (20 mL) was injected dropwise over 20 min. The reaction mixture was stirred at 0° C. for 1 h. The precipitate formed was decanted over 2 h and the liquid portion was canulated into a 2 neck flask mounted with a distillation apparatus under Ar. After removal of the THF by di... The reactants are CC(=O)Cl, CC(C)(Cc1c(C(C)(C)C)c2cc(OCc3ccc4ccccc4n3)ccc2n1Cc1ccc(Cl)cc1)C(=O)O. The product is CC(=O)c1c(CC(C)(C)C(=O)O)n(Cc2ccc(Cl)cc2)c2ccc(OCc3ccc4ccccc4n3)cc12. Reaction SMILES: [CH3:41][C:42]([Cl:43])=[O:44].[Cl:1][c:2]1[cH:3][cH:4][c:5]([CH2:6][n:7]2[c:8]([CH2:32][C:33]([C:34](=[O:35])[OH:36])([CH3:37])[CH3:38])[c:9]([C:28]([CH3:29])([CH3:30])[CH3:31])[c:10]3[cH:11][c:12]([O:16][CH2:17][c:18]4[n:19][c:20]5[cH:21][cH:22][cH:23][cH:24][c:25]5[cH:26][cH:27]4)[cH:13][cH:14][c:15]23)[cH:39][cH:40]1>>[Cl:1][c:2]1[cH:3][cH:4][c:5]([CH2:6][n:7]2[c:8]([CH2:32][C:33]([C:34](=[O:35])[OH:36])([CH3:37])[CH3:38])[c:9]([C:28]([CH3:31])=[O:44])[c:10]3[cH:11][c:12]([O:16][CH2:17][c:18]4[n:19][c:20]5[cH:21][cH:22][cH:23][cH:24][c:25]5[cH:26][cH:27]4)[cH:13][cH:14][c:15]23)[cH:39][cH:40]1.